From a dataset of the Open Reaction Database (ORD), a public repository of structured organic reaction records. describe an organic reaction: reactants, conditions, products, and yield Reactants: CC1(C)OC2C(c3nnc(C(C)(C)C)o3)OC(n3cnc4c(Nc5ccc(Cl)cc5F)ncnc43)C2O1, O=C([O-])O, [Na+], O, O=C(O)C(F)(F)F. Yields the product CC(C)(C)c1nnc(C2OC(n3cnc4c(Nc5ccc(Cl)cc5F)ncnc43)C(O)C2O)o1. As a reaction SMILES: [C:1]([CH3:2])([CH3:3])([CH3:4])[c:5]1[n:6][n:7][c:8]([CH:10]2[O:11][CH:12]([n:20]3[c:21]4[n:22][cH:23][n:24][c:25]([NH:29][c:30]5[c:31]([F:37])[cH:32][c:33]([Cl:36])[cH:34][cH:35]5)[c:26]4[n:27][cH:28]3)[CH:13]3[CH:14]2[O:15][C:16]([CH3:18])([CH3:19])[O:17]3)[o:9]1.[C:39](=[O:40])([OH:41])[O-:42].[Na+:43].[OH2:38].[OH:44][C:45]([C:46]([F:47])([F:48])[F:49])=[O:50]>>[C:1]([CH3:2])([CH3:3])([CH3:4])[c:5]1[n:6][n:7][c:8]([CH:10]2[O:11][CH:12]([n:20]3[c:21]4[n:22][cH:23][n:24][c:25]([NH:29][c:30]5[c:31]([F:37])[cH:32][c:33]([Cl:36])[cH:34][cH:35]5)[c:26]4[n:27][cH:28]3)[CH:13]([OH:17])[CH:14]2[OH:15])[o:9]1. The reactants are BrCc1ccccc1, O=C([O-])[O-], CN(C)C=O, Cl, [K+], [K+], O=Cc1ccc(O)c(O)c1. Yields the product O=Cc1ccc(OCc2ccccc2)c(O)c1. Reaction SMILES: [Br:17][CH2:18][c:19]1[cH:20][cH:21][cH:22][cH:23][cH:24]1.[C:11](=[O:12])([O-:13])[O-:14].[CH3:26][N:27]([CH3:28])[CH:29]=[O:30].[ClH:25].[K+:15].[K+:16].[OH:1][c:2]1[cH:3][c:4]([CH:5]=[O:6])[cH:7][cH:8][c:9]1[OH:10]>>[OH:1][c:2]1[cH:3][c:4]([CH:5]=[O:6])[cH:7][cH:8][c:9]1[O:10][CH2:18][c:19]1[cH:20][cH:21][cH:22][cH:23][cH:24]1. Starting materials: CCOC(=O)N1C(=O)c2ccccc2C1=O, NC(CCC(=O)O)C(=O)O, [Na+], [Na+], O=C([O-])[O-], O. Product: O=C(O)CCC(C(=O)O)N1C(=O)c2ccccc2C1=O. Reaction SMILES: [C:11]([N:12]1[C:17](=[O:26])[c:18]2[c:19]([cH:22][cH:23][cH:24][cH:25]2)[C:20]1=[O:21])([O:13][CH2:14][CH3:15])=[O:16].[NH2:1][CH:2]([CH2:3][CH2:4][C:5]([OH:6])=[O:7])[C:8]([OH:9])=[O:10].[Na+:27].[Na+:28].[O-:29][C:30](=[O:31])[O-:32].[OH2:33]>>[N:1]1([CH:2]([CH2:3][CH2:4][C:5]([OH:6])=[O:7])[C:8]([OH:9])=[O:10])[C:17](=[O:26])[c:18]2[c:19]([cH:22][cH:23][cH:24][cH:25]2)[C:20]1=[O:21]. Product: COC(=O)CCc1oc(Sc2ncccn2)nc1-c1ccc(Cl)cc1. Starting materials: O=C([O-])[O-], CN(C)C=O, COC(=O)CCc1oc(Cl)nc1-c1ccc(Cl)cc1, [K+], [K+], O, Sc1ncccn1. As a reaction SMILES: [C:27](=[O:28])([O-:29])[O-:30].[CH3:33][N:34]([CH3:35])[CH:36]=[O:37].[Cl:1][c:2]1[o:3][c:4]([CH2:14][CH2:15][C:16](=[O:17])[O:18][CH3:19])[c:5](-[c:7]2[cH:8][cH:9][c:10]([Cl:13])[cH:11][cH:12]2)[n:6]1.[K+:31].[K+:32].[OH2:38].[SH:20][c:21]1[n:22][cH:23][cH:24][cH:25][n:26]1>>[c:2]1([S:20][c:21]2[n:22][cH:23][cH:24][cH:25][n:26]2)[o:3][c:4]([CH2:14][CH2:15][C:16](=[O:17])[O:18][CH3:19])[c:5](-[c:7]2[cH:8][cH:9][c:10]([Cl:13])[cH:11][cH:12]2)[n:6]1.